Task: describe an organic reaction: reactants, conditions, products, and yield. Dataset: the Open Reaction Database (ORD), a public repository of structured organic reaction records Starting materials: CO, O=C1CCc2cc([N+](=O)[O-])ccc2N1CCCN1CCCC1, NN, O. Yields the product Nc1ccc2c(c1)CCC(=O)N2CCCN1CCCC1. Reaction SMILES: [CH3:26][OH:27].[N+:1]([O-:2])(=[O:3])[c:4]1[cH:5][c:6]2[c:11]([cH:12][cH:13]1)[N:10]([CH2:14][CH2:15][CH2:16][N:17]1[CH2:18][CH2:19][CH2:20][CH2:21]1)[C:9](=[O:22])[CH2:8][CH2:7]2.[NH2:24][NH2:25].[OH2:23]>>[NH2:1][c:4]1[cH:5][c:6]2[c:11]([cH:12][cH:13]1)[N:10]([CH2:14][CH2:15][CH2:16][N:17]1[CH2:18][CH2:19][CH2:20][CH2:21]1)[C:9](=[O:22])[CH2:8][CH2:7]2. Reactants: N(=O)[O-].[Na+] (sodium nitrite), cuprous chloride, liquid, S(=O)=O (sulfur dioxide), NC1=C(C=CC=C1)S(=O)(=O)N(CC)CC (o-amino-N,N-diethylbenzenesulfonamide), ice water. Run in O (water), C(C)(=O)O (acetic acid), Cl (hydrochloric acid), C(C)(=O)O (acetic acid). Run at time 15 minute. The product is C(C)N(S(=O)(=O)C=1C(=CC=CC1)S(=O)(=O)N)CC (N,N-diethyl-1,2-benzenedisulfonamide). RXN SMILES: N[C:2]1[CH:7]=[CH:6][CH:5]=[CH:4][C:3]=1[S:8]([N:11]([CH2:14][CH3:15])[CH2:12][CH3:13])(=[O:10])=[O:9].[N:16]([O-])=O.[Na+].[S:20](=[O:22])=[O:21]>Cl.C(O)(=O)C.O>[CH2:12]([N:11]([CH2:14][CH3:15])[S:8]([C:3]1[C:2]([S:20]([NH2:16])(=[O:22])=[O:21])=[CH:7][CH:6]=[CH:5][CH:4]=1)(=[O:10])=[O:9])[CH3:13] |f:1.2|. Procedure: To a solution of 114 g of o-amino-N,N-diethylbenzenesulfonamide in a mixture of 400 ml of concentrated hydrochloric acid and 100 ml of glacial acetic acid was added a solution of 50 g of sodium nitrite in 130 ml of water at -5° to 0°. The solution was stirred at 0° for 15 minutes then poured into a mixture of 14 g of cuprous chloride and 100 ml of liquid sulfur dioxide in 550 ml of glacial acetic acid at 0°-5°. This mixture was stirred at 0° for 15 minutes then at room temperature for 3 hours be... Reactants: OCCCBr, COC(=O)C(Cc1cc(I)c(O)c(I)c1)NC(=O)OC(C)(C)C, C1CCOC1, c1ccc(P(c2ccccc2)c2ccccc2)cc1. Yields the product COC(=O)C(Cc1cc(I)c(OCCCBr)c(I)c1)NC(=O)OC(C)(C)C. Reaction SMILES: [Br:24][CH2:25][CH2:26][CH2:27][OH:28].[CH3:1][O:2][C:3]([CH:4]([NH:5][C:6](=[O:7])[O:8][C:9]([CH3:10])([CH3:11])[CH3:12])[CH2:13][c:14]1[cH:15][c:16]([I:22])[c:17]([OH:21])[c:18]([I:20])[cH:19]1)=[O:23].[O:48]1[CH2:49][CH2:50][CH2:51][CH2:52]1.[c:29]1([P:30]([c:31]2[cH:32][cH:33][cH:34][cH:35][cH:36]2)[c:37]2[cH:38][cH:39][cH:40][cH:41][cH:42]2)[cH:43][cH:44][cH:45][cH:46][cH:47]1>>[CH3:1][O:2][C:3]([CH:4]([NH:5][C:6](=[O:7])[O:8][C:9]([CH3:10])([CH3:11])[CH3:12])[CH2:13][c:14]1[cH:15][c:16]([I:22])[c:17]([O:21][CH2:27][CH2:26][CH2:25][Br:24])[c:18]([I:20])[cH:19]1)=[O:23]. As a reaction SMILES: [Br:1][C:2]1[CH:3]=[C:4]([CH3:9])[C:5](Cl)=[N:6][CH:7]=1.[F:10][C:11]([F:18])([F:17])[C:12]1[CH:13]=[N:14][NH:15][CH:16]=1.C(=O)([O-])[O-].[K+].[K+]>CN(C)C=O>[Br:1][C:2]1[CH:3]=[C:4]([CH3:9])[C:5]([N:14]2[CH:13]=[C:12]([C:11]([F:18])([F:17])[F:10])[CH:16]=[N:15]2)=[N:6][CH:7]=1 |f:2.3.4|. Starting materials: BrC=1C=C(C(=NC1)Cl)C (5-bromo-2-chloro-3-methylpyridine), FC(C=1C=NNC1)(F)F (4-(trifluoromethyl)-1H-pyrazole), C([O-])([O-])=O.[K+].[K+] (potassium carbonate). Run at temperature 107.5 celsius. Solvent: CN(C=O)C (dimethylformamide). Yield: 30.0%. Reported procedure: A flask was charged with 5-bromo-2-chloro-3-methylpyridine (250 mg, 1.21 mmol), 4-(trifluoromethyl)-1H-pyrazole (165 mg, 1.21 mmol), potassium carbonate (512 mg, 3.63 mmol), and anhydrous dimethylformamide (1.21 mL). The reaction was heated at 85 to 130° C. for 36 h. The reaction was concentrated to give 690 mg of crude material. Purification by silica gel flash chromatography (0-5% ethyl acetate in heptane) afforded 5-bromo-3-methyl-2-(4-(trifluoromethyl)-1H-pyrazol-1-yl)pyridine (containing ap... Yields the product BrC=1C=C(C(=NC1)N1N=CC(=C1)C(F)(F)F)C (5-bromo-3-methyl-2-(4-(trifluoromethyl)-1H-pyrazol-1-yl)pyridine). Starting materials: BrC=1C=C2C(=CN(C2=C(C1)C(=O)NCC=1C(NC(=CC1CCC)C)=O)C)C(C)C (5-bromo-1-methyl-3-(1-methylethyl)-N-[(6-methyl-2-oxo-4-propyl-1,2-dihydro-3-pyridinyl)methyl]-1H-indole-7-carboxamide), Cl.CN(C)CC=1C=C(C=CC1)B1OC(C)(C)C(C)(C)O1 (3-(N,N-dimethylaminomethyl)phenylboronic acid pinacol ester hydrochloride). The product is CN(C)CC=1C=C(C=CC1)C=1C=C2C(=CN(C2=C(C1)C(=O)NCC=1C(NC(=CC1CCC)C)=O)C)C(C)C (5-{3-[(Dimethylamino)methyl]phenyl}-1-methyl-3-(1-methylethyl)-N-[(6-methyl-2-oxo-4-propyl-1,2-dihydro-3-pyridinyl)methyl]-1H-indole-7-carboxamide). Isolated yield 63.0%. Reaction SMILES: Br[C:2]1[CH:3]=[C:4]2[C:8](=[C:9]([C:11]([NH:13][CH2:14][C:15]3[C:16](=[O:25])[NH:17][C:18]([CH3:24])=[CH:19][C:20]=3[CH2:21][CH2:22][CH3:23])=[O:12])[CH:10]=1)[N:7]([CH3:26])[CH:6]=[C:5]2[CH:27]([CH3:29])[CH3:28].Cl.[CH3:31][N:32]([CH2:34][C:35]1[CH:36]=[C:37](B2OC(C)(C)C(C)(C)O2)[CH:38]=[CH:39][CH:40]=1)[CH3:33]>>[CH3:31][N:32]([CH2:34][C:35]1[CH:40]=[C:39]([C:2]2[CH:3]=[C:4]3[C:8](=[C:9]([C:11]([NH:13][CH2:14][C:15]4[C:16](=[O:25])[NH:17][C:18]([CH3:24])=[CH:19][C:20]=4[CH2:21][CH2:22][CH3:23])=[O:12])[CH:10]=2)[N:7]([CH3:26])[CH:6]=[C:5]3[CH:27]([CH3:28])[CH3:29])[CH:38]=[CH:37][CH:36]=1)[CH3:33] |f:1.2|. Procedure details: The title compound was prepared in the same manner as described for Example 2 using 5-bromo-1-methyl-3-(1-methylethyl)-N-[(6-methyl-2-oxo-4-propyl-1,2-dihydro-3-pyridinyl)methyl]-1H-indole-7-carboxamide (300 mg, 0.65 mmol) and 3-(N,N-dimethylaminomethyl)phenylboronic acid pinacol ester hydrochloride (250 mg, 0.84 mmol). Obtained 210 mg of the title compound (63% yield). 1H NMR (400 MHz, DMSO-d6) δ ppm 11.50 (s, 1H), 8.49 (t, J=4.80 Hz, 1H), 7.82 (d, J=1.77 Hz, 1H), 7.56-7.64 (m, 2H), 7.41 (t, J=... The reactants are N([C@@H](CCCCN)C(=O)O)C(=O)OCC1C2=CC=CC=C2C2=CC=CC=C12 (Fmoc-Lys), N1CCCCC1 (piperidine), amide, Fmoc, CC1(C=2C=3C=CC=CC3C=CC2[N+](=C1/C=C/C=C/C=C/C=C/4\C(C=5C=6C=CC=CC6C=CC5N4CCC(=O)O)(C)C)CCC(=O)O)C.[Br-] (Cypate), C=1C=CC2=C(C1)N=NN2O (HOBT), CC(N=C=NC(C)C)C (DIC). Solvent: CN(C)C=O (DMF), CN(C)C=O (DMF). Conditions: time 8 hour. The product is CC1(C=2C=3C=CC=CC3C=CC2[N+](=C1/C=C/C=C/C=C/C=C/4\C(C=5C=6C=CC=CC6C=CC5N4CCC(=O)O)(C)C)CCC(=O)O)C.[Br-].N[C@@H](CCCCN)C(=O)O (Cypate Lys). As a reaction SMILES: [NH:1](C(OCC1C2C(=CC=CC=2)C2C1=CC=CC=2)=O)[C@H:2]([C:8]([OH:10])=[O:9])[CH2:3][CH2:4][CH2:5][CH2:6][NH2:7].N1CCCCC1.[CH3:34][C:35]1([CH3:80])[C:47](/[CH:48]=[CH:49]/[CH:50]=[CH:51]/[CH:52]=[CH:53]/[CH:54]=[C:55]2\[C:56]([CH3:74])([CH3:73])[C:57]3[C:58]4[CH:59]=[CH:60][CH:61]=[CH:62][C:63]=4[CH:64]=[CH:65][C:66]=3[N:67]\2[CH2:68][CH2:69][C:70]([OH:72])=[O:71])=[N+:46]([CH2:75][CH2:76][C:77]([OH:79])=[O:78])[C:45]2[CH:44]=[CH:43][C:42]3[CH:41]=[CH:40][CH:39]=[CH:38][C:37]=3[C:36]1=2.[Br-:81].C1C=CC2N(O)N=NC=2C=1.CC(C)N=C=NC(C)C>CN(C=O)C>[CH3:34][C:35]1([CH3:80])[C:47](/[CH:48]=[CH:49]/[CH:50]=[CH:51]/[CH:52]=[CH:53]/[CH:54]=[C:55]2\[C:56]([CH3:73])([CH3:74])[C:57]3[C:58]4[CH:59]=[CH:60][CH:61]=[CH:62][C:63]=4[CH:64]=[CH:65][C:66]=3[N:67]\2[CH2:68][CH2:69][C:70]([OH:72])=[O:71])=[N+:46]([CH2:75][CH2:76][C:77]([OH:79])=[O:78])[C:45]2[CH:44]=[CH:43][C:42]3[CH:41]=[CH:40][CH:39]=[CH:38][C:37]=3[C:36]1=2.[Br-:81].[NH2:1][C@H:2]([C:8]([OH:10])=[O:9])[CH2:3][CH2:4][CH2:5][CH2:6][NH2:7] |f:2.3,7.8.9|. Reported procedure: Fmoc-Lys was attached to Rink amide resin (60 mg, 0.0366 mmol) and the Fmoc was deprotected by piperidine in DMF (20%). A solution of Cypate (129 mg, 5 equiv), HOBT(24.7 mg), and DIC (11.5 mg, 2.5 equiv) in DMF (3 mL) was added into the resin and swirled overnight. After filtered, the resin was washed with DMF and DCM, cleaved with TFA/H2O (95:5) for 3 h, filtered, concentrated, and dried. The crude product was dissolved in 20 mL DCM and added dropwise into a stirred solution of PyBOP (38 mg), H... The reactants are BrC=1C=CC(=C2CCN(C(C12)C(=O)OCC)S(=O)(=O)C1=CC=C(C=C1)OC1=CC=C(C=C1)F)OCCN1CCCCC1 (ethyl 8-bromo-2-[4-(4-fluorophenoxy)benzenesulfonyl]-5-(2-piperidin-1-ylethoxy)-1,2,3,4-tetrahydroisoquinoline-1-carboxylate), [OH-].[K+] (KOH), [OH-].[K+] (KOH). Solvent: CO (methanol). Reaction conditions: time 2 hour. Yields the product BrC=1C=CC(=C2CCN(C(C12)C(=O)O)S(=O)(=O)C1=CC=C(C=C1)OC1=CC=C(C=C1)F)OCCN1CCCCC1 (8-Bromo-2-[4-(4-fluorophenoxy)benzenesulfonyl]-5-(2-piperidin-1-ylethoxy)-1,2,3,4-tetrahydroisoquinoline-1-carboxylic acid). Yield: 54.0%. RXN SMILES: [Br:1][C:2]1[CH:3]=[CH:4][C:5]([O:34][CH2:35][CH2:36][N:37]2[CH2:42][CH2:41][CH2:40][CH2:39][CH2:38]2)=[C:6]2[C:11]=1[CH:10]([C:12]([O:14]CC)=[O:13])[N:9]([S:17]([C:20]1[CH:25]=[CH:24][C:23]([O:26][C:27]3[CH:32]=[CH:31][C:30]([F:33])=[CH:29][CH:28]=3)=[CH:22][CH:21]=1)(=[O:19])=[O:18])[CH2:8][CH2:7]2.[OH-].[K+]>CO>[Br:1][C:2]1[CH:3]=[CH:4][C:5]([O:34][CH2:35][CH2:36][N:37]2[CH2:42][CH2:41][CH2:40][CH2:39][CH2:38]2)=[C:6]2[C:11]=1[CH:10]([C:12]([OH:14])=[O:13])[N:9]([S:17]([C:20]1[CH:21]=[CH:22][C:23]([O:26][C:27]3[CH:32]=[CH:31][C:30]([F:33])=[CH:29][CH:28]=3)=[CH:24][CH:25]=1)(=[O:19])=[O:18])[CH2:8][CH2:7]2 |f:1.2|. Procedure: 0.25 g (0.38 mmol) of ethyl 8-bromo-2-[4-(4-fluorophenoxy)benzenesulfonyl]-5-(2-piperidin-1-ylethoxy)-1,2,3,4-tetrahydroisoquinoline-1-carboxylate are mixed with 2 ml of 2 N KOH in 7 ml of methanol and stirred at room temperature. After two hours, a further 2 ml of 2 N KOH are added, and stirring is continued for one hour. For workup, the methanol is removed in a rotary evaporator and the aqueous residue is adjusted to a pH of 6-7 with 2 N HCl. The precipitate is filtered off with suction and dr... Starting materials: C1CCN2[C@@H]1CNC1=C(C2=O)C=CC=C1 ((11aS)-1,2,3,10,11,11a-hexahydro-5H-pyrrolo[2,1-c][1,4]benzodiazepin-5-one), C1(=CC=C(C=C1)C1=C(C(=O)NC2=CC=C(C(=O)O)C=C2)C=CC=C1)C (4-[[2-(4-tolyl)benzoyl]amino]benzoic acid). The product is C1(=CC=C(C=C1)C1=C(C(=O)NC2=CC=C(C(=O)N3C[C@H]4N(C(C5=C3C=CC=C5)=O)CCC4)C=C2)C=CC=C1)C ((11aS)-10-[4-[[2-(4-Tolyl) Benzoyl]Amino]Benzoyl]-1,2,3,10,11,11a-Hexahydro-5H-Pyrrolo[2,1-c][1,4]Benzodiazepin-5-One). The yield is 74.4%. RXN SMILES: [CH2:1]1[C@H:5]2[CH2:6][NH:7][C:8]3[CH:15]=[CH:14][CH:13]=[CH:12][C:9]=3[C:10](=[O:11])[N:4]2[CH2:3][CH2:2]1.[C:16]1([CH3:40])[CH:21]=[CH:20][C:19]([C:22]2[CH:39]=[CH:38][CH:37]=[CH:36][C:23]=2[C:24]([NH:26][C:27]2[CH:35]=[CH:34][C:30]([C:31](O)=[O:32])=[CH:29][CH:28]=2)=[O:25])=[CH:18][CH:17]=1>>[C:16]1([CH3:40])[CH:17]=[CH:18][C:19]([C:22]2[CH:39]=[CH:38][CH:37]=[CH:36][C:23]=2[C:24]([NH:26][C:27]2[CH:35]=[CH:34][C:30]([C:31]([N:7]3[C:8]4[CH:15]=[CH:14][CH:13]=[CH:12][C:9]=4[C:10](=[O:11])[N:4]4[CH2:3][CH2:2][CH2:1][C@H:5]4[CH2:6]3)=[O:32])=[CH:29][CH:28]=2)=[O:25])=[CH:20][CH:21]=1. Reported procedure: The same procedures used in Example 25 were repeated using (11aS)-1,2,3,10,11,11a-hexahydro-5H-pyrrolo[2,1-c][1,4]benzodiazepin-5-one prepared in Reference Example 24 and 4-[[2-(4-tolyl)benzoyl]amino]benzoic acid to give the title compound. Yield 74.4%. The reactants are C1CCOC1, CCC(C)N, [Cl-], O=C(Cl)C(=O)Cl, CN(C)C=O, O=C(O)c1cccc(-c2ccccc2)c1. Product: CCC(C)NC(=O)c1cccc(-c2ccccc2)c1. Reaction SMILES: [CH2:28]1[O:29][CH2:30][CH2:31][CH2:32]1.[CH:22]([CH3:23])([CH2:24][CH3:25])[NH2:26].[Cl-:27].[Cl:1][C:2]([C:3]([Cl:4])=[O:5])=[O:6].[O:33]=[CH:34][N:35]([CH3:36])[CH3:37].[c:7]1(-[c:13]2[cH:14][c:15]([C:16](=[O:17])[OH:18])[cH:19][cH:20][cH:21]2)[cH:8][cH:9][cH:10][cH:11][cH:12]1>>[c:7]1(-[c:13]2[cH:14][c:15]([C:16](=[O:18])[NH:26][CH:22]([CH3:23])[CH2:24][CH3:25])[cH:19][cH:20][cH:21]2)[cH:8][cH:9][cH:10][cH:11][cH:12]1.